The task is: describe an organic reaction: reactants, conditions, products, and yield. This data is from the Open Reaction Database (ORD), a public repository of structured organic reaction records. Starting materials: CC(C)C=1C=C2C(N3C(=NC2=CC1)C=CC(=C3)C(=O)O)=O (2-(1-methylethyl)-11-oxo-11H-pyrido[2,1-b]quinazoline-8-carboxylic acid), ClCC#N (chloroacetonitrile), C([O-])([O-])=O.[K+].[K+] (potassium carbonate). Run in CN(C=O)C (dimethylformamide), O (water). Run at time 18 hour. The product is C(#N)COC(=O)C=1C=CC2=NC3=CC=C(C=C3C(N2C1)=O)C(C)C (2-(1-methylethyl)-11-oxo-11H-pyrido[2,1-b]quinazoline-8-carboxylic acid cyanomethyl ester). Isolated yield 95.0%. Reaction SMILES: [CH3:1][CH:2]([C:4]1[CH:5]=[C:6]2[C:11](=[CH:12][CH:13]=1)[N:10]=[C:9]1[CH:14]=[CH:15][C:16]([C:18]([OH:20])=[O:19])=[CH:17][N:8]1[C:7]2=[O:21])[CH3:3].Cl[CH2:23][C:24]#[N:25].C(=O)([O-])[O-].[K+].[K+]>CN(C)C=O.O>[C:24]([CH2:23][O:19][C:18]([C:16]1[CH:15]=[CH:14][C:9]2[N:8]([CH:17]=1)[C:7](=[O:21])[C:6]1[C:11](=[CH:12][CH:13]=[C:4]([CH:2]([CH3:1])[CH3:3])[CH:5]=1)[N:10]=2)=[O:20])#[N:25] |f:2.3.4|. Reported procedure: A suspension of 20 g of 2-(1-methylethyl)-11-oxo-11H-pyrido[2,1-b]quinazoline-8-carboxylic acid, 6.3 ml of chloroacetonitrile and 13.2 g of potassium carbonate in 100 ml of dimethylformamide was stirred 18 hours at room temperature. The reaction mixture was diluted with 200 ml of water and the precipitated product collected to give 21.63 g (95%) of 2-(1-methylethyl)-11-oxo-11H-pyrido[2,1-b]quinazoline-8-carboxylic acid cyanomethyl ester, mp 186°-188° C. Reactants: CC12CCC(=O)C=C1CCCC2=O (Wieland-Miescher ketone), CC1(OCCO1)CC (2-methyl-2-ethyl-1,3-dioxolane), C(CO)O (ethylene glycol). Reagents/catalysts: O.C1(=CC=C(C=C1)S(=O)(=O)O)C (p-toluenesulfonic acid monohydrate). Run at time 30 hour. Product: C1OC2(C3(CCC(C=C3CCC2)=O)C)OC1 (5,5-(Ethylenedioxy)-4a-methyl-2,3,4,4a,5,6,7,8-octahydronaphtalen-2-one). The yield is 93.6%. As a reaction SMILES: [CH3:1][C:2]12[C:12](=[O:13])[CH2:11][CH2:10][CH2:9][C:8]1=[CH:7][C:5](=[O:6])[CH2:4][CH2:3]2.[CH3:14][C:15]1(CC)OCC[O:16]1.C(O)CO>O.C1(C)C=CC(S(O)(=O)=O)=CC=1>[CH2:14]1[CH2:15][O:16][C:12]2([CH2:11][CH2:10][CH2:9][C:8]3[C:2]2([CH3:1])[CH2:3][CH2:4][C:5](=[O:6])[CH:7]=3)[O:13]1 |f:3.4|. Reported procedure: A mixture of Wieland-Miescher ketone (5.086 g, 28.44 mmol), 2-methyl-2-ethyl-1,3-dioxolane (19.38 mL, 155.0 mmol), ethylene glycol (0.358 mL, 6.43 mmol) and p-toluenesulfonic acid monohydrate (0.4 g, 2.13 mmol) was stirred at room temperature for 30 hours. The reaction was quenched with dropwise addition of triethylamine, diluted with 20 mL of benzene, washed with water, dried over MgSO4, and concentrated under vacuum. The product was triturated from hexanes to yield monoacetal 201 (5.92 g, 94%)... Starting materials: O=S(=O)(Cl)Cc1ccccc1, [Na+], [OH-], On1nnc2ccccc21. The product is O=S(=O)(Cc1ccccc1)On1nnc2ccccc21. Reaction SMILES: [CH2:11]([c:12]1[cH:13][cH:14][cH:15][cH:16][cH:17]1)[S:18](=[O:19])(=[O:20])[Cl:21].[Na+:23].[OH-:22].[OH:1][n:2]1[n:3][n:4][c:5]2[c:6]1[cH:7][cH:8][cH:9][cH:10]2>>[O:1]([n:2]1[n:3][n:4][c:5]2[c:6]1[cH:7][cH:8][cH:9][cH:10]2)[S:18]([CH2:11][c:12]1[cH:13][cH:14][cH:15][cH:16][cH:17]1)(=[O:19])=[O:20]. The reactants are FC(CCOCC1=CC=CC(=N1)N)(F)F (6-(3,3,3-Trifluoro-propoxymethyl)-pyridin-2-ylamine), FC(C=1C=C(C=CC1)S(=O)(=O)Cl)(F)F (3-(trifluoromethyl)-benzenesulfonyl chloride). RXN SMILES: [F:1][C:2]([F:15])([F:14])[CH2:3][CH2:4][O:5][CH2:6][C:7]1[N:12]=[C:11]([NH2:13])[CH:10]=[CH:9][CH:8]=1.[F:16][C:17]([F:29])([F:28])[C:18]1[CH:19]=[C:20]([S:24](Cl)(=[O:26])=[O:25])[CH:21]=[CH:22][CH:23]=1>>[F:29][C:17]([F:16])([F:28])[C:18]1[CH:19]=[C:20]([S:24]([NH:13][C:11]2[CH:10]=[CH:9][CH:8]=[C:7]([CH2:6][O:5][CH2:4][CH2:3][C:2]([F:1])([F:14])[F:15])[N:12]=2)(=[O:25])=[O:26])[CH:21]=[CH:22][CH:23]=1. The product is FC(C=1C=C(C=CC1)S(=O)(=O)NC1=NC(=CC=C1)COCCC(F)(F)F)(F)F (3-Trifluoromethyl-N-[6-(3,3,3-trifluoro-propoxymethyl)-pyridin-2-yl]-benzenesulfonamide). Procedure: This material was prepared in analogy to example 1 from 6-(3,3,3-Trifluoro-propoxymethyl)-pyridin-2-ylamine (0.075 g) and 3-(trifluoromethyl)-benzenesulfonyl chloride (0.092 g) as a light yellow gum (0.048 g). MS (ESI−): 427.1 ([M−H]−). The reactants are O.[OH-].[Li+] (Lithium hydroxide monohydrate), N1(CCCC1)C1=CC=C(C=N1)CC(=O)OCC (ethyl (6-pyrrolidin-1-ylpyridin-3-yl)acetate), Cl (HCl). Run in CO (methanol), O (water). Conditions: time 8 hour. The product is N1(CCCC1)C1=CC=C(C=N1)CC(=O)O (2-(6-(pyrrolidin-1-yl)pyridin-3-yl)acetic acid). As a reaction SMILES: O.[OH-].[Li+].[N:4]1([C:9]2[N:14]=[CH:13][C:12]([CH2:15][C:16]([O:18]CC)=[O:17])=[CH:11][CH:10]=2)[CH2:8][CH2:7][CH2:6][CH2:5]1.Cl>CO.O>[N:4]1([C:9]2[N:14]=[CH:13][C:12]([CH2:15][C:16]([OH:18])=[O:17])=[CH:11][CH:10]=2)[CH2:8][CH2:7][CH2:6][CH2:5]1 |f:0.1.2|. Reported procedure: Lithium hydroxide monohydrate (36 mg, 0.85 mmol) was added to a solution of ethyl (6-pyrrolidin-1-ylpyridin-3-yl)acetate (100 mg, 0.4 mmol) in methanol (3.0 mL) and water (1.0 mL). The reaction mixture was stirred at r.t. overnight. The mixture was adjusted to pH=4 with aqueous HCl, and concentrated to afford the crude product which was directly used for next step without further purification. Analytic LCMS (M+H)+: m/z=207.1. The reactants are Cl.COC1=CC=C(C=2CC(OC21)(C)C)C=2C(C(N(N2)C2CCNCC2)=O)(C)C (5-(7-methoxy-2,2-dimethyl-2,3-dihydro-1-benzofuran-4-yl)-4,4-dimethyl-2-(piperidin-4-yl)-2,4-dihydro-3H-pyrazol-3-one hydrochloride), Cl.COC1=CC=C(C=2CC(OC21)(C)C)C=2C(C(N(N2)C2CCNCC2)=O)(C)C (5-(7-methoxy-2,2-dimethyl-2,3-dihydro-1-benzofuran-4-yl)-4,4-dimethyl-2-(piperidin-4-yl)-2,4-dihydro-3H-pyrazol-3-one hydrochloride), C1=C(C=CC2=CC=CC=C12)S(=O)(=O)Cl (naphthalene-2-sulfonyl chloride). Yields the product COC1=CC=C(C=2CC(OC21)(C)C)C=2C(C(N(N2)C2CCN(CC2)S(=O)(=O)C2=CC1=CC=CC=C1C=C2)=O)(C)C (5-(7-Methoxy-2,2-dimethyl-2,3-dihydro-1-benzofuran-4-yl)-4,4-dimethyl-2-[1-(naphthalen-2-ylsulfonyl)piperidin-4-yl]-2,4-dihydro-3H-pyrazol-3-one). As a reaction SMILES: Cl.[CH3:2][O:3][C:4]1[C:12]2[O:11][C:10]([CH3:14])([CH3:13])[CH2:9][C:8]=2[C:7]([C:15]2[C:16]([CH3:28])([CH3:27])[C:17](=[O:26])[N:18]([CH:20]3[CH2:25][CH2:24][NH:23][CH2:22][CH2:21]3)[N:19]=2)=[CH:6][CH:5]=1.[CH:29]1[C:38]2[C:33](=[CH:34][CH:35]=[CH:36][CH:37]=2)[CH:32]=[CH:31][C:30]=1[S:39](Cl)(=[O:41])=[O:40]>>[CH3:2][O:3][C:4]1[C:12]2[O:11][C:10]([CH3:14])([CH3:13])[CH2:9][C:8]=2[C:7]([C:15]2[C:16]([CH3:28])([CH3:27])[C:17](=[O:26])[N:18]([CH:20]3[CH2:25][CH2:24][N:23]([S:39]([C:30]4[CH:31]=[CH:32][C:33]5[C:38](=[CH:37][CH:36]=[CH:35][CH:34]=5)[CH:29]=4)(=[O:41])=[O:40])[CH2:22][CH2:21]3)[N:19]=2)=[CH:6][CH:5]=1 |f:0.1|. Reported procedure: The title compound is prepared analogously as described for GP1 using 5-(7-methoxy-2,2-dimethyl-2,3-dihydro-1-benzofuran-4-yl)-4,4-dimethyl-2-(piperidin-4-yl)-2,4-dihydro-3H-pyrazol-3-one hydrochloride (compound B5*HCl) and naphthalene-2-sulfonyl chloride as starting compounds. The crude product is purified by crystallization from methanol to yield the title compound.